describe an organic reaction: reactants, conditions, products, and yield From a dataset of the Open Reaction Database (ORD), a public repository of structured organic reaction records. Reactants: Cl (HCl), ClC1=CC(=C(C=C1)NC(C)=O)F (N-(4-chloro-2-fluorophenyl)acetamide), FC(CI)(F)F (1,1,1-trifluoro-2-iodoethane), [Li]CCCC (n-BuLi). Solvent: C1CCOC1 (THF). Run at temperature -65 celsius, time 2 hour. Yields the product ClC1=C(C(=C(C=C1)NC(C)=O)F)I (N-(4-chloro-2-fluoro-3-iodophenyl)acetamide). Reaction SMILES: [Cl:1][C:2]1[CH:7]=[CH:6][C:5]([NH:8][C:9](=[O:11])[CH3:10])=[C:4]([F:12])[CH:3]=1.[Li]CCCC.FC(F)(F)C[I:21].Cl>C1COCC1>[Cl:1][C:2]1[CH:7]=[CH:6][C:5]([NH:8][C:9](=[O:11])[CH3:10])=[C:4]([F:12])[C:3]=1[I:21]. Procedure: To a solution of N-(4-chloro-2-fluorophenyl)acetamide prepared above (12.0 g, 64 mmol) in THF (300 mL) at −78° C. is added dropwise n-BuLi (2.0 M in cyclohexane, 64 mL, 128 mmol) keeping the reaction temperature below −60° C. The reaction mixture is stirred between −60 to −70° C. for 2 hours and 1,1,1-trifluoro-2-iodoethane (20.1 g, 96 mmol) is added dropwise at −78° C. The mixture is stirred at this temperature for additional 3 hrs. Then a 1N HCl (200 mL) solution is added slowly at −78° C. The... Reactants: [Na] (sodium), [Na] (sodium), BrC1=CC=C(C(C([O-])=N)=C1)C([O-])=N.[K+].[K+] (potassium 5-bromophthalimidate), ClCC(=O)C (1-chloroacetone), Cl (hydrochloric acid). The solvent is CN(C=O)C (N,N-dimethylformamide), CO (methanol), O (water), CO (methanol). Reaction conditions: time 2 hour. Yields the product C(C)(=O)C=1NC(C2=CC(=CC=C2C1O)Br)=O (3-acetyl-7-bromo-4-hydroxyisoquinolin-1(2H)-one), C(C)(=O)C=1NC(C2=CC=C(C=C2C1O)Br)=O (3-acetyl-6-bromo-4-hydroxyisoquinolin-1(2H)-one). Reaction SMILES: [Br:1][C:2]1[CH:10]=[C:6]([C:7](=[NH:9])[O-:8])[C:5]([C:11](=[NH:13])[O-:12])=[CH:4][CH:3]=1.[K+].[K+].Cl[CH2:17][C:18]([CH3:20])=[O:19].[Na].Cl>CO.O.CN(C)C=O>[C:18]([C:20]1[NH:9][C:7](=[O:8])[C:6]2[C:5]([C:11]=1[OH:12])=[CH:4][CH:3]=[C:2]([Br:1])[CH:10]=2)(=[O:19])[CH3:17].[C:18]([C:20]1[NH:13][C:11](=[O:12])[C:5]2[C:6]([C:7]=1[OH:8])=[CH:10][C:2]([Br:1])=[CH:3][CH:4]=2)(=[O:19])[CH3:17] |f:0.1.2,^1:20|. Procedure: A mixture of 5-bromoisobenzofuran-1,3-dione (16.21 g, 17.4 mmol) and formamide (42.5 ml, 48.2 g) was stirred at 120° C. for 3 h and, after cooling to room temperature, added to ice water. The resulting colourless solid was filtered off and concentrated under reduced pressure. This gave 5-bromophthalimide in the form of a colourless solid (12.26 g, 76% of theory). 1H-NMR (400 MHz, d6-DMSO δ, ppm) 11.45 (br. s, 1H), 8.01 (dd, 1H), 7.99 (d, 1H), 7.75 (d, 1H). 5-Bromophthalimide (1.76 g, 7.8 mmol) w...